Dataset: the Open Reaction Database (ORD), a public repository of structured organic reaction records. Task: describe an organic reaction: reactants, conditions, products, and yield The reactants are CC(C)(C)NS(=O)(=O)C=1C(=NC(=NC1)SC)O (N-(1,1-Dimethylethyl)-4-hydroxy-2-(methylthio)-5-pyrimidinesulfonamide), P(Cl)(Cl)(Cl)(Cl)Cl (PCl5). Conditions: time 10 minute. Product: ClC1=NC(=NC=C1S(=O)(=O)NC(C)(C)C)SC (4-Chloro-N-(1,1-dimethylethyl)-2-(methylthio)-5-pyrimidinesulfonamide). Isolated yield 71.2%. Reaction SMILES: [CH3:1][C:2]([NH:5][S:6]([C:9]1[C:10](O)=[N:11][C:12]([S:15][CH3:16])=[N:13][CH:14]=1)(=[O:8])=[O:7])([CH3:4])[CH3:3].P(Cl)(Cl)(Cl)(Cl)[Cl:19]>>[Cl:19][C:10]1[C:9]([S:6]([NH:5][C:2]([CH3:4])([CH3:3])[CH3:1])(=[O:8])=[O:7])=[CH:14][N:13]=[C:12]([S:15][CH3:16])[N:11]=1. Procedure: N-(1,1-Dimethylethyl)-4-hydroxy-2-(methylthio)-5-pyrimidinesulfonamide (5.0 g, 18.05 mmol) and finely ground PCl5 (3.95 g, 18.95 mmol, 1.05 eq) were mixed as dry solids. Enough POCl3 was added to make a slurry (7 mL) and the mixture was warmed. The mixture loosened, turned more yellow, evolved a gas, and became homogeneous over a 10 minute period. The reaction was cooled to ambient temperature, diluted with methylene chloride and toluene and evaporated to dryness in vacuo to yield a pale yellow ... Starting materials: OC1C(CCCCCCCCC=CCCCCCCCC1)=O (2-Hydroxy-11-cycloeicosenone), OC1C(CCCCCCCCC=CCCCCCC1)=O (2-hydroxy-9-cyclooctadecenone). Product: OC1C(CCCCCCCCCCCCCCCC1)=O (2-hydroxycyclooctadecanone). As a reaction SMILES: [OH:1][CH:2]1[CH2:21][CH2:20][CH2:19][CH2:18][CH2:17][CH2:16][CH2:15][CH2:14][CH:13]=[CH:12][CH2:11][CH2:10][CH2:9][CH2:8][CH2:7][CH2:6]CC[C:3]1=[O:22].OC1CCCCCCC=CCCCCCCCCC1=O>>[OH:1][CH:2]1[CH2:21][CH2:20][CH2:19][CH2:18][CH2:17][CH2:16][CH2:15][CH2:14][CH2:13][CH2:12][CH2:11][CH2:10][CH2:9][CH2:8][CH2:7][CH2:6][C:3]1=[O:22]. Reported procedure: 2-Hydroxy-11-cycloeicosenone of Synthesis Example 7 was replaced by 2-hydroxy-9-cyclooctadecenone (1.0 g, 3.54 mmol), and a hydrogenation and subsequent treatment were performed under the same conditions as in Synthesis Example 7, to yield 1.0 g of 2-hydroxycyclooctadecanone (quantitative yield).